From a dataset of the Open Reaction Database (ORD), a public repository of structured organic reaction records. describe an organic reaction: reactants, conditions, products, and yield Starting materials: Cl.C(=O)(O)C1=CC(=C(C=C1F)C=1CCNCC1)F (4-(4-carboxy-2,5-difluorophenyl)-1,2,3,6-tetrahydropyridine hydrochloride), C(C)(=O)OC(C)=O (acetic anhydride). Product: C(=O)(O)C1=CC(=C(C=C1F)C=1CCN(CC1)C(C)=O)F (4-(4-Carboxy-2,5-difluorphenyl)-1-acetyl-1,2,3,6-tetrahydropyridine). RXN SMILES: Cl.[C:2]([C:5]1[C:10]([F:11])=[CH:9][C:8]([C:12]2[CH2:13][CH2:14][NH:15][CH2:16][CH:17]=2)=[C:7]([F:18])[CH:6]=1)([OH:4])=[O:3].[C:19](OC(=O)C)(=[O:21])[CH3:20]>>[C:2]([C:5]1[C:10]([F:11])=[CH:9][C:8]([C:12]2[CH2:17][CH2:16][N:15]([C:19](=[O:21])[CH3:20])[CH2:14][CH:13]=2)=[C:7]([F:18])[CH:6]=1)([OH:4])=[O:3] |f:0.1|. Procedure details: A suspension of 8.51 g (29.1 mmol) 4-(4-carboxy-2,5-difluorophenyl)-1,2,3,6-tetrahydropyridine hydrochloride in 90 ml acetic anhydride was stirred at reflux for 0.75 hour. The resulting solution was evaporated to dryness and the residue stirred with water, filtered, and crystallized from acetic acid-water to afford the title compound, mp 241°-242° C. Reactants: COC1=C(COC([C@@H](NC(=O)OCC2C3=CC=CC=C3C3=CC=CC=C23)CC2=CC=CC=C2)=O)C=CC(=C1)OC (Fmoc-L-phenylalanine-2,4-dimethoxybenzyl ester), C(C)NCC (diethylamine). Run in C(Cl)Cl (CH2Cl2). Conditions: time 4 hour. Product: COC1=C(COC([C@@H](N)CC2=CC=CC=C2)=O)C=CC(=C1)OC (L-Phenylalanine-2,4-dimethoxybenzyl ester). As a reaction SMILES: [CH3:1][O:2][C:3]1[CH:38]=[C:37]([O:39][CH3:40])[CH:36]=[CH:35][C:4]=1[CH2:5][O:6][C:7](=[O:34])[C@H:8]([CH2:27][C:28]1[CH:33]=[CH:32][CH:31]=[CH:30][CH:29]=1)[NH:9]C(OCC1C2C(=CC=CC=2)C2C1=CC=CC=2)=O.C(NCC)C>C(Cl)Cl>[CH3:1][O:2][C:3]1[CH:38]=[C:37]([O:39][CH3:40])[CH:36]=[CH:35][C:4]=1[CH2:5][O:6][C:7](=[O:34])[C@H:8]([CH2:27][C:28]1[CH:33]=[CH:32][CH:31]=[CH:30][CH:29]=1)[NH2:9]. Reported procedure: A 500-mL round-bottom flask was charged with Fmoc-L-phenylalanine-2,4-dimethoxybenzyl ester (26.00 g, 48.3 mmol), CH2Cl2 (150 mL) and diethylamine (75 mL, Acros). Mixture was stirred at room temperature and the completion monitored by HPLC. After 4 h, the mixture was concentrated (bath temp<30° C.). The residue was resuspended in CH2Cl2 (200 mL) and concentrated. This was repeated once. To the residue was added MeOH (20 mL), which caused the formation of a gel. This residue was diluted with CH2C...